From a dataset of the Open Reaction Database (ORD), a public repository of structured organic reaction records. describe an organic reaction: reactants, conditions, products, and yield Starting materials: COC(=O)c1ccc(OCc2ccccc2)cc1OC1CCN(C(=O)OC(C)(C)C)CC1, CCO. Yields the product COC(=O)c1ccc(O)cc1OC1CCN(C(=O)OC(C)(C)C)CC1. RXN SMILES: [CH2:1]([c:2]1[cH:3][cH:4][cH:5][cH:6][cH:7]1)[O:8][c:9]1[cH:10][c:11]([O:19][CH:20]2[CH2:21][CH2:22][N:23]([C:26](=[O:27])[O:28][C:29]([CH3:30])([CH3:31])[CH3:32])[CH2:24][CH2:25]2)[c:12]([C:13](=[O:14])[O:15][CH3:16])[cH:17][cH:18]1.[CH3:33][CH2:34][OH:35]>>[OH:8][c:9]1[cH:10][c:11]([O:19][CH:20]2[CH2:21][CH2:22][N:23]([C:26](=[O:27])[O:28][C:29]([CH3:30])([CH3:31])[CH3:32])[CH2:24][CH2:25]2)[c:12]([C:13](=[O:14])[O:15][CH3:16])[cH:17][cH:18]1. Reactants: COC(=O)C1CCOc2cc(Oc3ccc(C(=O)Nc4cccc(C(F)(F)F)c4)cc3)c(C#N)cc21, C1CCOC1, CO, [Na+], [OH-]. Yields the product N#Cc1cc2c(cc1Oc1ccc(C(=O)Nc3cccc(C(F)(F)F)c3)cc1)OCCC2C(=O)O. Reaction SMILES: [C:1](#[N:2])[c:3]1[cH:4][c:5]2[c:10]([cH:11][c:12]1[O:13][c:14]1[cH:15][cH:16][c:17]([C:20]([NH:21][c:22]3[cH:23][c:24]([C:28]([F:29])([F:30])[F:31])[cH:25][cH:26][cH:27]3)=[O:32])[cH:18][cH:19]1)[O:9][CH2:8][CH2:7][CH:6]2[C:33](=[O:34])[O:35][CH3:36].[CH2:39]1[O:40][CH2:41][CH2:42][CH2:43]1.[CH3:44][OH:45].[Na+:38].[OH-:37]>>[C:1](#[N:2])[c:3]1[cH:4][c:5]2[c:10]([cH:11][c:12]1[O:13][c:14]1[cH:15][cH:16][c:17]([C:20]([NH:21][c:22]3[cH:23][c:24]([C:28]([F:29])([F:30])[F:31])[cH:25][cH:26][cH:27]3)=[O:32])[cH:18][cH:19]1)[O:9][CH2:8][CH2:7][CH:6]2[C:33](=[O:34])[OH:35].